This data is from the Open Reaction Database (ORD), a public repository of structured organic reaction records. The task is: describe an organic reaction: reactants, conditions, products, and yield Reactants: C([O-])(O)=O.[Na+] (sodium bicarbonate), O1CCOCC1 (dioxane), Cl (hydrogen chloride), C(C)(C)(C)OC(=O)N1[C@@H](C[C@@H](C1)SCC1=CC=C(C=C1)OC)C(N(C)C)=O ((2S, 4S)-1-(t-butoxycarbonyl)-2-(N,N-dimethylcarbamoyl)-4-(4-methoxybenzylthio)pyrrolidine). Solvent: C(C)(=O)OCC (ethyl acetate). Run at time 1.5 hour. Product: CN(C(=O)[C@H]1NC[C@H](C1)SCC1=CC=C(C=C1)OC)C ((2S, 4S)-2-(N,N-Dimethylcarbamoyl)-4-(4-methoxybenzylthio)pyrrolidine). Isolated yield 56.7%. RXN SMILES: O1CCOCC1.Cl.C(OC([N:15]1[CH2:19][C@@H:18]([S:20][CH2:21][C:22]2[CH:27]=[CH:26][C:25]([O:28][CH3:29])=[CH:24][CH:23]=2)[CH2:17][C@H:16]1[C:30](=[O:34])[N:31]([CH3:33])[CH3:32])=O)(C)(C)C.C(=O)(O)[O-].[Na+]>C(OCC)(=O)C>[CH3:32][N:31]([CH3:33])[C:30]([C@@H:16]1[CH2:17][C@H:18]([S:20][CH2:21][C:22]2[CH:23]=[CH:24][C:25]([O:28][CH3:29])=[CH:26][CH:27]=2)[CH2:19][NH:15]1)=[O:34] |f:3.4|. Procedure: 1 ml of a 4N dioxane solution of hydrogen chloride was added, whilst ice-cooling, to a solution of 385 mg of (2S, 4S)-1-(t-butoxycarbonyl)-2-(N,N-dimethylcarbamoyl)-4-(4-methoxybenzylthio)pyrrolidine [prepared as described in step (3) above] dissolved in 1 ml of ethyl acetate, and the mixture was stirred at room temperature for 1.5 hours. At the end of this time, the reaction mixture was poured into a saturated aqueous solution of sodium bicarbonate to make it weakly basic, and it was extracted ... Reactants: ClC1=CC(=C(N)C=C1)F (4-chloro-2-fluoroaniline), 10, C12C(CCCC1)C(=O)OC2=O (cyclohexane-1,2-dicarboxylic anhydride). Run in C(C)(=O)O (acetic acid). The product is 12.4, ClC1=CC(=C(C=C1)N1C(C2CCCCC2C1=O)=O)F (2-(4-chloro-2-fluorophenyl)-3a,4,5,6,7,7a-hexahydro-1H-isoindole-1,3(2H)dione). RXN SMILES: [Cl:1][C:2]1[CH:8]=[CH:7][C:5]([NH2:6])=[C:4]([F:9])[CH:3]=1.[CH:10]12[C:19](=O)[O:18][C:16](=[O:17])[CH:11]1[CH2:12][CH2:13][CH2:14][CH2:15]2>C(O)(=O)C>[Cl:1][C:2]1[CH:8]=[CH:7][C:5]([N:6]2[C:16](=[O:17])[CH:11]3[CH:10]([CH2:15][CH2:14][CH2:13][CH2:12]3)[C:19]2=[O:18])=[C:4]([F:9])[CH:3]=1. Procedure: 9.44 parts of 4-chloro-2-fluoroaniline were then added to a solution of 10 parts of cyclohexane-1,2-dicarboxylic anhydride in 75 parts of glacial acetic acid. After refluxing for 6 hours, the reaction mixture was poured into 200 parts of ice. The resulting crystals were filtered and recrystallized from 70 parts of methanol at -40° to yield 12.4 parts of white crystals of 2-(4-chloro-2-fluorophenyl)-3a,4,5,6,7,7a-hexahydro-1H-isoindole-1,3(2H)dione melting at 94°-95.5°. Reactants: ClC(=O)SCl (Chlorocarbonyl sulphenyl chloride), C(C(C)C)(=O)N (isobutyramide), Cl (hydrogen chloride). Yields the product C(C)(C)C1=NSC(O1)=O (5-isopropyl-[1,3,4]oxathiazolin-2-one). Yield: 87.9%. Reaction SMILES: Cl[C:2]([S:4]Cl)=[O:3].[C:6]([NH2:11])(=[O:10])[CH:7]([CH3:9])[CH3:8].Cl>>[CH:7]([C:6]1[O:10][C:2](=[O:3])[S:4][N:11]=1)([CH3:9])[CH3:8]. Procedure: Chlorocarbonyl sulphenyl chloride (41.9 g, 0.32 mol) is added dropwise to a stirred solution of isobutyramide (25.2 g, 0.29 mol) under dry nitrogen at room temperature. When the addition is complete, the mixture is refluxed for 8 hours, during which time hydrogen chloride gas is evolved. The solvent is removed in vacuo and the residue is distilled to give 5-isopropyl-[1,3,4]oxathiazolin-2-one (37 g, 88%) as a yellow oil, b.p. 58°-59° C./8 mmHg. Reactants: CN(C)CC1=CNC2=NC=CC=C21 (3-dimethylaminomethyl-1H-pyrrolo[2,3-b]pyridine), S1C(=CC2=C1C=CC=C2)C=2CCNCC2 (4-(benzothiophen-2-yl)-1,2,3,6-tetrahydropyridine). Product: S1C(=CC2=C1C=CC=C2)C=2CCN(CC2)CC2=CNC1=NC=CC=C12 (3-(4-(Benzothiophen-2-yl)-1,2,3,6-tetrahydropyridin-1-yl)methyl-1H-pyrrolo[2,3-b]pyridine). Reaction SMILES: [CH3:1][N:2]([CH2:4][C:5]1[C:13]2[C:8](=[N:9][CH:10]=[CH:11][CH:12]=2)[NH:7][CH:6]=1)[CH3:3].[S:14]1[C:18]2[CH:19]=[CH:20][CH:21]=[CH:22][C:17]=2[CH:16]=[C:15]1[C:23]1[CH2:24]CNC[CH:28]=1>>[S:14]1[C:18]2[CH:19]=[CH:20][CH:21]=[CH:22][C:17]=2[CH:16]=[C:15]1[C:23]1[CH2:24][CH2:3][N:2]([CH2:4][C:5]2[C:13]3[C:8](=[N:9][CH:10]=[CH:11][CH:12]=3)[NH:7][CH:6]=2)[CH2:1][CH:28]=1. Reported procedure: Reaction of 3-dimethylaminomethyl-1H-pyrrolo[2,3-b]pyridine and 4-(benzothiophen-2-yl)-1,2,3,6-tetrahydropyridine in an analogous manner to Example 4 gave the title compound, m.p. 241°-246° C. (dec.); (Found: C, 72.85; H, 5.54; N, 12.06; C21H19N3S requires C, 73.01; H, 5.54; N, 12.16%); δH (DMSO-d6) 2.51 (2H, br s, tetrahydropyridinyl CH2), 2.67 (2H, m, tetrahydropyridinyl CH2), 3.14 (2H, m, tetrahydropyridinyl CH2), 3.76 (2H, s, CH2N), 6.19 (1H, br s, CH=CR), 7.03 (1H, m, ArH), 7.31 (2H, m, 3'-...